From a dataset of the Open Reaction Database (ORD), a public repository of structured organic reaction records. describe an organic reaction: reactants, conditions, products, and yield Starting materials: CC=1C(N2CC=3C(=NC4=CC=CC=C4C3)C2=CC1C(CC)OC(CNC(=O)OC(C)(C)C)=O)=O ((±)-8-methyl-7-[1-[[[[(1,1-dimethylethoxy)carbonyl]amino]acetyl]oxy]propyl]indolizino[1,2-b]quinolin-9(11H)-one), FC(C(=O)O)(F)F (trifluoroacetic acid). Solvent: COC1=CC(=CC=C1)OC (1,3-dimethoxybenzene). Run at time 1.5 hour. Yields the product NCC(=O)OC(CC)C1=C(C(N2CC=3C(=NC4=CC=CC=C4C3)C2=C1)=O)C ((±)-7-[1-[(Aminoacetyl)oxy]propyl]-8-methylindolizino[1,2-b]quinolin-9(11H)-one). RXN SMILES: [CH3:1][C:2]1[C:3](=[O:34])[N:4]2[C:16](=[CH:17][C:18]=1[CH:19]([O:22][C:23](=[O:33])[CH2:24][NH:25]C(OC(C)(C)C)=O)[CH2:20][CH3:21])[C:7]1=[N:8][C:9]3[C:14]([CH:15]=[C:6]1[CH2:5]2)=[CH:13][CH:12]=[CH:11][CH:10]=3.FC(F)(F)C(O)=O>COC1C=CC=C(OC)C=1>[NH2:25][CH2:24][C:23]([O:22][CH:19]([C:18]1[CH:17]=[C:16]2[N:4]([CH2:5][C:6]3[C:7]2=[N:8][C:9]2[C:14]([CH:15]=3)=[CH:13][CH:12]=[CH:11][CH:10]=2)[C:3](=[O:34])[C:2]=1[CH3:1])[CH2:20][CH3:21])=[O:33]. Procedure: To a stirring suspension of (±)-8-methyl-7-[1-[[[[(1,1-dimethylethoxy)carbonyl]amino]acetyl]oxy]propyl]indolizino[1,2-b]quinolin-9(11H)-one (1.15 g, 2.5 mmol) in 1,3-dimethoxybenzene (12 mL) under an argon atmosphere was added trifluoroacetic acid (13 mL). After stirring for 1.5 h at room temperature, the mixture was concentrated under reduced pressure. The residue was dissolved in H2O, extracted with Et2O, filtered and lyophilized to afford the title compound as a pale yellow solid. 1H NMR (DMS... Starting materials: aqueous solution, [OH-].[Na+] (sodium hydroxide), C(CCCCCCCCCCC)(=O)O (lauric acid), Br (hydrobromic acid), [N+](=O)([O-])[O-].[Ag+] (silver nitrate). Run in C1(=CC=CC=C1)C (toluene). The product is C(CCCCCCCCCCC)(=O)[O-].[Ag+] (silver laurate), [Ag]Br (silver bromide). RXN SMILES: [OH-].[Na+].[C:3]([OH:16])(=[O:15])[CH2:4][CH2:5][CH2:6][CH2:7][CH2:8][CH2:9][CH2:10][CH2:11][CH2:12][CH2:13][CH3:14].[BrH:17].[N+]([O-])([O-])=O.[Ag+:22]>C1(C)C=CC=CC=1>[C:3]([O-:16])(=[O:15])[CH2:4][CH2:5][CH2:6][CH2:7][CH2:8][CH2:9][CH2:10][CH2:11][CH2:12][CH2:13][CH3:14].[Ag+:22].[Ag:22][Br:17] |f:0.1,4.5,7.8|. Reported procedure: One liter of an aqueous solution of 20 g of sodium hydroxide was mixed with 2 liters of toluene having dissolved therein 120 g of lauric acid, and the mixture was emulsified using a high speed rotary stirrer. To the emulsion, 500 ml of a 0.4% by weight aqueous solution of hydrobromic acid was added, and the mixture was again emulsified. To the resulting emulsion, 500 ml. of an aqueous solution of 85 g of silver nitrate was added to form silver laurate and silver bromide simultaneously. The tolue... The reactants are N (ammonia), ClC1=NC(=C(N=C1Cl)C#N)C#N (2,3-dichloro-5,6-dicyanopyrazine), O (water). Run in O1CCCC1 (tetrahydrofuran). Run at time 1 hour. Product: NC1=NC(=C(N=C1Cl)C#N)C#N (2-amino-3-chloro-5,6-dicyanopyrazine). Isolated yield 93.6%. As a reaction SMILES: [Cl:1][C:2]1[C:7](Cl)=[N:6][C:5]([C:9]#[N:10])=[C:4]([C:11]#[N:12])[N:3]=1.[NH3:13].O>O1CCCC1>[NH2:13][C:7]1[C:2]([Cl:1])=[N:3][C:4]([C:11]#[N:12])=[C:5]([C:9]#[N:10])[N:6]=1. Reported procedure: 5.0 g (0.025 mol) of 2,3-dichloro-5,6-dicyanopyrazine was dissolved in 50 ml of dry tetrahydrofuran, and 6.1 g (0.050 mol) of 28% aqueous ammonia was dropwise added at a temperature of from -15°to 0° C. After completion of the dropwise addition, the mixture was stirred for 1 hour, and the reaction solution was poured into 500 ml of water. The precipitated solid was collected by filtration and recrystallized from a solvent mixture of toluene and ethyl acetate to obtain 4.2 g of slightly yellow cr...